From a dataset of the Open Reaction Database (ORD), a public repository of structured organic reaction records. describe an organic reaction: reactants, conditions, products, and yield The reactants are CCC(C)CCCOc1ccc(C)c(S(=O)(=O)[O-])c1, CCC(C)CCCO, CO, [K+], [OH-], COC(=O)c1ccc(O)cc1. The product is CCC(C)CCCOc1ccc(C(=O)OC)cc1. As a reaction SMILES: [CH3:14][CH:15]([CH2:16][CH2:17][CH2:18][O:19][c:20]1[cH:21][c:22]([S:23]([O-:24])(=[O:25])=[O:26])[c:27]([CH3:28])[cH:29][cH:30]1)[CH2:31][CH3:32].[CH3:33][CH:34]([CH2:35][CH3:36])[CH2:37][CH2:38][CH2:39][OH:40].[CH3:41][OH:42].[K+:2].[OH-:1].[OH:3][c:4]1[cH:5][cH:6][c:7]([C:8](=[O:9])[O:10][CH3:11])[cH:12][cH:13]1>>[O:3]([c:4]1[cH:5][cH:6][c:7]([C:8](=[O:9])[O:10][CH3:11])[cH:12][cH:13]1)[CH2:18][CH2:17][CH2:16][CH:15]([CH3:14])[CH2:31][CH3:32]. Procedure details: The title compound was prepared from toluene-4-sulfonic acid 3-{4-[2-(2,2,6,6-tetramethyl-piperidin-4-ylamino)-pyrimidin-4-yl]-phenyl}-propyl ester (Step A of Example 190) in MeOH. Yield: 3 mg (6%). Reactants: CC1(NC(CC(C1)NC1=NC=CC(=N1)C1=CC=C(C=C1)CCCOS(=O)(=O)C1=CC=C(C=C1)C)(C)C)C (Toluene-4-sulfonic acid 3-{4-[2-(2,2,6,6-tetramethyl-piperidin-4-ylamino)-pyrimidin-4-yl]-phenyl}-propyl ester), CO (MeOH). Yields the product COCCCC1=CC=C(C=C1)C1=NC(=NC=C1)NC1CC(NC(C1)(C)C)(C)C ({4-[4-(3-Methoxy-propyl)-phenyl]-pyrimidin-2-yl}-(2,2,6,6-tetramethyl-piperidin-4-yl)-amine). Reaction SMILES: [CH3:1][C:2]1([CH3:37])[CH2:7][CH:6]([NH:8][C:9]2[N:14]=[C:13]([C:15]3[CH:20]=[CH:19][C:18]([CH2:21][CH2:22][CH2:23][O:24]S(C4C=CC(C)=CC=4)(=O)=O)=[CH:17][CH:16]=3)[CH:12]=[CH:11][N:10]=2)[CH2:5][C:4]([CH3:36])([CH3:35])[NH:3]1.[CH3:38]O>>[CH3:38][O:24][CH2:23][CH2:22][CH2:21][C:18]1[CH:17]=[CH:16][C:15]([C:13]2[CH:12]=[CH:11][N:10]=[C:9]([NH:8][CH:6]3[CH2:7][C:2]([CH3:37])([CH3:1])[NH:3][C:4]([CH3:35])([CH3:36])[CH2:5]3)[N:14]=2)=[CH:20][CH:19]=1.